Dataset: the Open Reaction Database (ORD), a public repository of structured organic reaction records. Task: describe an organic reaction: reactants, conditions, products, and yield The reactants are C(#N)C=1C=C(C(=O)O)C=C(C1)OC(C)C (3-cyano-5-isopropoxybenzoic acid), BrC=1C=CC(=C(C(=O)O)C1)O (5-bromo-2-hydroxybenzoic acid). Product: C(#N)C=1C=CC(=C(C(=O)O)C1)OC(C)C (5-cyano-2-isopropoxybenzoic acid). As a reaction SMILES: [C:1]([C:3]1[CH:4]=[C:5]([CH:9]=[C:10](OC(C)C)[CH:11]=1)[C:6]([OH:8])=[O:7])#[N:2].BrC1C=[CH:19][C:20]([OH:26])=[C:21](C=1)C(O)=O>>[C:1]([C:3]1[CH:11]=[CH:10][C:9]([O:26][CH:20]([CH3:21])[CH3:19])=[C:5]([CH:4]=1)[C:6]([OH:8])=[O:7])#[N:2]. Procedure details: Prepared in an analogous fashion to 3-cyano-5-isopropoxybenzoic acid starting from 5-bromo-2-hydroxybenzoic acid. LCMS-ESI (m/z) calculated for C11H11NO3: 205.2. found 206.1 [M+H]+, tR=2.70 min. Starting materials: COc1ccc(OC(F)(F)F)cc1C(=O)O, CN(C)C=O, ClCCl, O=C(Cl)C(=O)Cl. The product is COc1ccc(OC(F)(F)F)cc1C(=O)Cl. RXN SMILES: [CH3:1][O:2][c:3]1[c:4]([C:5](=[O:6])[OH:7])[cH:8][c:9]([O:12][C:13]([F:14])([F:15])[F:16])[cH:10][cH:11]1.[CH3:26][N:27]([CH3:28])[CH:29]=[O:30].[Cl:17][CH2:18][Cl:19].[Cl:20][C:21]([C:22]([Cl:23])=[O:24])=[O:25]>>[CH3:1][O:2][c:3]1[c:4]([C:5](=[O:6])[Cl:17])[cH:8][c:9]([O:12][C:13]([F:14])([F:15])[F:16])[cH:10][cH:11]1. Starting materials: C1=C(C=CC=2CCCCC12)S(=O)(=O)N (5,6,7,8-tetrahydro-2-naphthalenesulfonamide), ClC1=CC=C(C=C1)N=C=O (4-chlorophenylisocyanate). Yields the product ClC1=CC=C(C=C1)NC(=O)NS(=O)(=O)C1=CC=2CCCCC2C=C1 (N-([(4-chlorophenyl)amino]carbonyl)-5,6,7,8-tetrahydro-2-naphthalene sulfonamide). Yield: 56.0%. As a reaction SMILES: [CH:1]1[C:10]2[CH2:9][CH2:8][CH2:7][CH2:6][C:5]=2[CH:4]=[CH:3][C:2]=1[S:11]([NH2:14])(=[O:13])=[O:12].[Cl:15][C:16]1[CH:21]=[CH:20][C:19]([N:22]=[C:23]=[O:24])=[CH:18][CH:17]=1>>[Cl:15][C:16]1[CH:21]=[CH:20][C:19]([NH:22][C:23]([NH:14][S:11]([C:2]2[CH:3]=[CH:4][C:5]3[CH2:6][CH2:7][CH2:8][CH2:9][C:10]=3[CH:1]=2)(=[O:13])=[O:12])=[O:24])=[CH:18][CH:17]=1. Procedure: The title compound was prepared by the method of Example 1 in 56% yield from 5,6,7,8-tetrahydro-2-naphthalenesulfonamide and 4-chlorophenylisocyanate, m.p. 163°-165° C. Starting materials: solid, Cl.O1COC2=C1C=CC=C2C2CCN(CC2)CC[C@@H]2CC[C@H](CC2)N (Trans-4-[2-(4-Benzo[1,3]dioxol-4-yl-piperidin-1-yl)-ethyl]-cyclohexylamine hydrochloride), Cl.O1COC2=C1C=CC=C2C2CCN(CC2)CC[C@@H]2CC[C@H](CC2)N (Trans-4-[2-(4-Benzo[1,3]dioxol-4-yl-piperidin-1-yl)-ethyl]-cyclohexylamine hydrochloride), C(C)OCCC(=O)O (3-ethoxypropanoic acid). Product: O1COC2=C1C=CC=C2C2CCN(CC2)CC[C@@H]2CC[C@H](CC2)NC(CCOCC)=O (Trans-N-{4-[2-(4-Benzo[1,3]dioxol-4-yl-piperidin-1-yl)-ethyl]-cyclohexyl}-3-ethoxy-propionamide). Reaction SMILES: Cl.[O:2]1[C:6]2[CH:7]=[CH:8][CH:9]=[C:10]([CH:11]3[CH2:16][CH2:15][N:14]([CH2:17][CH2:18][C@H:19]4[CH2:24][CH2:23][C@H:22]([NH2:25])[CH2:21][CH2:20]4)[CH2:13][CH2:12]3)[C:5]=2[O:4][CH2:3]1.[CH2:26]([O:28][CH2:29][CH2:30][C:31](O)=[O:32])[CH3:27]>>[O:2]1[C:6]2[CH:7]=[CH:8][CH:9]=[C:10]([CH:11]3[CH2:16][CH2:15][N:14]([CH2:17][CH2:18][C@H:19]4[CH2:20][CH2:21][C@H:22]([NH:25][C:31](=[O:32])[CH2:30][CH2:29][O:28][CH2:26][CH3:27])[CH2:23][CH2:24]4)[CH2:13][CH2:12]3)[C:5]=2[O:4][CH2:3]1 |f:0.1|. Procedure details: The title compound, white solid (23 mg, 68.2%), MS (ISP) m/z=431.3 [(M+H)+], was prepared in accordance with the general method of example 1 from Trans-4-[2-(4-Benzo[1,3]dioxol-4-yl-piperidin-1-yl)-ethyl]-cyclohexylamine hydrochloride (intermediate A) (30 mg, 0.0744 mmol) and 3-ethoxypropanoic acid. The reactants are O(C1=CC=CC=C1)C=1C=C(C=CC1)CC(=O)O (m-phenoxyphenylacetic acid), C(C(=O)Cl)(=O)Cl (oxalyl chloride). Yields the product O(C1=CC=CC=C1)C=1C=C(C=CC1)CC(=O)Cl (m-Phenoxyphenylacetic acid chloride). The solvent is ClCCl (dichloromethane). Run at time 24 hour. As a reaction SMILES: [O:1]([C:8]1[CH:9]=[C:10]([CH2:14][C:15]([OH:17])=O)[CH:11]=[CH:12][CH:13]=1)[C:2]1[CH:7]=[CH:6][CH:5]=[CH:4][CH:3]=1.C(Cl)(=O)C([Cl:21])=O>ClCCl>[O:1]([C:8]1[CH:9]=[C:10]([CH2:14][C:15]([Cl:21])=[O:17])[CH:11]=[CH:12][CH:13]=1)[C:2]1[CH:7]=[CH:6][CH:5]=[CH:4][CH:3]=1. Procedure details: To a solution of m-phenoxyphenylacetic acid (110) (1.14 g, 5.0 mmol) in 15 mL of dichloromethane was added 1.27 g (0.87 mL) of oxalyl chloride. The resulting solution was allowed to stir at room temperature for 24 hr. Solvent was evaporated to give an oil (1.233 g, 97%), which was used in next step without purification. The yield is 100.0%. Starting materials: S(=S)(=O)([O-])[O-].[Na+].[Na+] (sodium thiosulfate), ClC=1C=C(C(=O)OO)C=CC1 (3-chloroperoxybenzoic acid), solution, C(C)SC=1SC(=CC1C1=NC=2C(=NC=C(C2)SC(F)(F)F)N1C)C(F)(F)F (2-(2-ethylthio-5-trifluoromethylthiophen-3-yl)-3-methyl-6-trifluoromethylthio-3H-imidazo[4,5,b]pyridine). Solvent: C(Cl)(Cl)Cl (chloroform). Run at time 1 hour. The product is C(C)S(=O)(=O)C=1SC(=CC1C1=NC=2C(=NC=C(C2)SC(F)(F)F)N1C)C(F)(F)F (2-(2-ethylsulfonyl-5-trifluoromethylthiophen-3-yl)-3-methyl-6-trifluoromethylthio-3H-imidazo[4,5,b]pyridine). Reaction SMILES: Cl[C:2]1C=C(C=C[CH:11]=1)C(OO)=O.C(S[C:15]1[S:16][C:17]([C:35]([F:38])([F:37])[F:36])=[CH:18][C:19]=1[C:20]1[N:33]([CH3:34])[C:23]2=[N:24][CH:25]=[C:26]([S:28][C:29]([F:32])([F:31])[F:30])[CH:27]=[C:22]2[N:21]=1)C.[S:39]([O-:43])([O-])(=[O:41])=S.[Na+].[Na+]>C(Cl)(Cl)Cl>[CH2:2]([S:39]([C:15]1[S:16][C:17]([C:35]([F:37])([F:38])[F:36])=[CH:18][C:19]=1[C:20]1[N:33]([CH3:34])[C:23]2=[N:24][CH:25]=[C:26]([S:28][C:29]([F:30])([F:32])[F:31])[CH:27]=[C:22]2[N:21]=1)(=[O:43])=[O:41])[CH3:11] |f:2.3.4|. Procedure: 0.12 g of 3-chloroperoxybenzoic acid (purity of 65% or more) was added to 3 ml of a solution of 0.1 g of 2-(2-ethylthio-5-trifluoromethylthiophen-3-yl)-3-methyl-6-trifluoromethylthio-3H-imidazo[4,5,b]pyridine in chloroform under ice cooling, and the mixture was stirred for 2 hours and at room temperature for 1 hour. A 10% aqueous sodium thiosulfate solution was poured into the reaction mixture, and the mixture was extracted with chloroform. The organic layer was washed with a saturated aqueous s... Yields the product CCOC(=O)N1CCN=C1CC(c1ccccc1)c1ccccc1. The reactants are CCOC(=O)Cl, CC(=O)Cl, c1ccc(C(CC2=NCCN2)c2ccccc2)cc1. As a reaction SMILES: [C:5]([O:6][CH2:7][CH3:8])(=[O:9])[Cl:10].[CH3:1][C:2](=[O:3])[Cl:4].[c:11]1([CH:17]([CH2:18][C:19]2=[N:23][CH2:22][CH2:21][NH:20]2)[c:24]2[cH:25][cH:26][cH:27][cH:28][cH:29]2)[cH:12][cH:13][cH:14][cH:15][cH:16]1>>[C:5]([O:6][CH2:7][CH3:8])(=[O:9])[N:23]1[C:19]([CH2:18][CH:17]([c:11]2[cH:12][cH:13][cH:14][cH:15][cH:16]2)[c:24]2[cH:25][cH:26][cH:27][cH:28][cH:29]2)=[N:20][CH2:21][CH2:22]1. The reactants are COC(=O)c1ccc(Cl)nc1Nc1ccc(Br)cc1F, C[O-], CO, CC(=O)O, [Na+]. Yields the product COC(=O)c1ccc(OC)nc1Nc1ccc(Br)cc1F. Reaction SMILES: [CH3:1][O:2][C:3]([c:4]1[c:5]([NH:11][c:12]2[c:13]([F:19])[cH:14][c:15]([Br:18])[cH:16][cH:17]2)[n:6][c:7]([Cl:10])[cH:8][cH:9]1)=[O:20].[CH3:21][O-:22].[CH3:24][OH:25].[CH3:26][C:27](=[O:28])[OH:29].[Na+:23]>>[CH3:1][O:2][C:3]([c:4]1[c:5]([NH:11][c:12]2[c:13]([F:19])[cH:14][c:15]([Br:18])[cH:16][cH:17]2)[n:6][c:7]([O:22][CH3:21])[cH:8][cH:9]1)=[O:20]. Yields the product BrC=1N=C(C=2N=CN([C@H]3C[C@H](O)[C@@H](CO)O3)C2N1)N (2-bromo-2′-deoxyadenosine). Reaction SMILES: [CH:1]1[N:9]([C@@H:10]2[O:14][C@H:13]([CH2:15][OH:16])O[CH2:11]2)[C:8]2[N:7]=[C:6](N)[N:5]=[C:4]([NH2:18])[C:3]=2[N:2]=1.[Sb](Br)(Br)[Br:20].N([O:25][C:26](C)(C)C)=O.C(#N)C.O>ClC(Cl)C.CS(C)=O.C(O)(=O)C>[Br:20][C:6]1[N:5]=[C:4]([NH2:18])[C:3]2[N:2]=[CH:1][N:9]([C:8]=2[N:7]=1)[C@@H:10]1[O:14][C@H:13]([CH2:15][OH:16])[C@@H:26]([OH:25])[CH2:11]1 |f:3.4,5.6|. Conditions: temperature 0 celsius. Reported procedure: DAPD (2 g, 7.5 mmol) was suspended in 170 mL dichloroethane/DMSO (4:1) and cooled to 0° C. under an inert atmosphere. To this was added antimony tribromide (3.8 g, 10.5 mmol) and tert-butyl nitrite (1.85 mL, 1.6 g, 15.5 mmol) followed by stirring while allowing the reaction to warm to room temperature. Analysis by HPLC [Novapak C-18; 5% acetonitrile/water, 0.1M TEA, pH 7 with acetic acid] revealed a new peak that eluted at 5.59 minutes (a retention time that was expected for the brominated produ... The reactants are C1=NC=2C(=NC(=NC2N1[C@H]3CO[C@H](O3)CO)N)N (DAPD), C(C)#N.O (acetonitrile water), [Sb](Br)(Br)Br (antimony tribromide), N(=O)OC(C)(C)C (tert-butyl nitrite), TEA. Solvent: C(C)(=O)O (acetic acid), ClC(C)Cl.CS(=O)C (dichloroethane DMSO). The reactants are [N+](=O)([O-])C=1C(=C2CCC(OC2=C(C1C)C)(C)C=O)C (6-nitro-2-formyl-2,5,7,8-tetramethylchroman), Cl(=O)[O-].[Na+] (sodium chlorite), P(=O)(O)(O)[O-].[Na+] (sodium dihydrogen phosphate), CC(C)=CC (2-methyl-2-butene). Solvent: O (water), C(C)(C)(C)O (t-butanol), O (water). Reaction conditions: time 2 hour. The product is [N+](=O)([O-])C=1C(=C2CCC(OC2=C(C1C)C)(C(=O)O)C)C (6-nitro-2,5,7,8-tetramethylchroman-2-carboxylic acid). The yield is 65.6%. As a reaction SMILES: [N+:1]([C:4]1[C:5]([CH3:19])=[C:6]2[C:11](=[C:12]([CH3:15])[C:13]=1[CH3:14])[O:10][C:9]([CH:17]=[O:18])([CH3:16])[CH2:8][CH2:7]2)([O-:3])=[O:2].CC(=CC)C.Cl([O-])=[O:26].[Na+].P([O-])(O)(O)=O.[Na+]>C(O)(C)(C)C.O>[N+:1]([C:4]1[C:5]([CH3:19])=[C:6]2[C:11](=[C:12]([CH3:15])[C:13]=1[CH3:14])[O:10][C:9]([CH3:16])([C:17]([OH:26])=[O:18])[CH2:8][CH2:7]2)([O-:3])=[O:2] |f:2.3,4.5|. Reported procedure: 2.3 g of 6-nitro-2-formyl-2,5,7,8-tetramethylchroman was dissolved in 150 ml of t-butanol and 23 g of 2-methyl-2-butene was added at room temperature. An aqueous solution prepared by dissolving 5.8 g of sodium chlorite and 7.6 g of sodium dihydrogen phosphate dehydrate in 60 ml of water was added dropwise at room temperature, followed by stirring at room temperature for 2 hours. After the completion of the reaction, the reaction solution was poured into water and then extracted with ether. The o...